This data is from the Open Reaction Database (ORD), a public repository of structured organic reaction records. The task is: describe an organic reaction: reactants, conditions, products, and yield The reactants are C(#C)C(O)C1=CC=2C(CCC(C2C=C1)(C)C)(C)C (α-ethynyl-5,6,7,8-tetrahydro-5,5,8,8-tetramethyl-2-naphthalenemethanol), CC=1C=C(C(=O)OC)C=CC1I (methyl 3-methyl-4-iodobenzoate), ester. The product is CC=1C=C(C(=O)OC)C=CC1C#CC(C1=CC=2C(CCC(C2C=C1)(C)C)(C)C)O (methyl 3-methyl-4-[3-hydroxy-3-(5,6,7,8-tetrahydro-5,5,8,8-tetramethyl-2-naphthyl)-1-propynyl]benzoate). Reaction SMILES: [C:1]([CH:3]([C:5]1[CH:14]=[CH:13][C:12]2[C:11]([CH3:16])([CH3:15])[CH2:10][CH2:9][C:8]([CH3:18])([CH3:17])[C:7]=2[CH:6]=1)[OH:4])#[CH:2].[CH3:19][C:20]1[CH:21]=[C:22]([CH:27]=[CH:28][C:29]=1I)[C:23]([O:25][CH3:26])=[O:24]>>[CH3:19][C:20]1[CH:21]=[C:22]([CH:27]=[CH:28][C:29]=1[C:2]#[C:1][CH:3]([OH:4])[C:5]1[CH:14]=[CH:13][C:12]2[C:11]([CH3:16])([CH3:15])[CH2:10][CH2:9][C:8]([CH3:18])([CH3:17])[C:7]=2[CH:6]=1)[C:23]([O:25][CH3:26])=[O:24]. Procedure details: Following the basic procedure of Example 11(d), by reacting 2.4 g (10 mmol) of α-ethynyl-5,6,7,8-tetrahydro-5,5,8,8-tetramethyl-2-naphthalenemethanol with 2.7 g (10 mmol) of methyl 3-methyl-4-iodobenzoate, 3.2 g (83%) of the expected ester, with a melting point of 130°-131° C., were obtained. Reactants: O, OCCO, Cc1ccc(S(=O)(=O)O)cc1, Cc1ccccc1C, O=C(Cc1ccc(Cl)cc1Cl)c1cccnc1. The product is Clc1ccc(CC2(c3cccnc3)OCCO2)c(Cl)c1. Reaction SMILES: [OH2:18].[OH:30][CH2:31][CH2:32][OH:33].[c:19]1([CH3:20])[cH:21][cH:22][c:23]([S:24]([OH:25])(=[O:26])=[O:27])[cH:28][cH:29]1.[c:34]1([CH3:35])[c:36]([CH3:37])[cH:38][cH:39][cH:40][cH:41]1.[n:1]1[cH:2][c:3]([C:7](=[O:8])[CH2:9][c:10]2[c:11]([Cl:17])[cH:12][c:13]([Cl:16])[cH:14][cH:15]2)[cH:4][cH:5][cH:6]1>>[n:1]1[cH:2][c:3]([C:7]2([CH2:9][c:10]3[c:11]([Cl:17])[cH:12][c:13]([Cl:16])[cH:14][cH:15]3)[O:8][CH2:32][CH2:31][O:30]2)[cH:4][cH:5][cH:6]1. The reactants are BrC1=C(C=C(C=C1)Br)[N+](=O)[O-] (2,5-dibromonitrobenzene), C(CO)(=O)O (glycolic acid). The solvent is C(C)O (ethanol). The product is BrC1=CC(=C(OCC(=O)O)C=C1)[N+](=O)[O-] (4-bromo-2-nitrophenoxyacetic acid). Yield: 70.0%. As a reaction SMILES: Br[C:2]1[CH:7]=[CH:6][C:5]([Br:8])=[CH:4][C:3]=1[N+:9]([O-:11])=[O:10].[C:12]([OH:16])(=[O:15])[CH2:13][OH:14]>C(O)C>[Br:8][C:5]1[CH:6]=[CH:7][C:2]([O:14][CH2:13][C:12]([OH:16])=[O:15])=[C:3]([N+:9]([O-:11])=[O:10])[CH:4]=1. Reported procedure: The reaction between 28.1 g of 2,5-dibromonitrobenzene and 7.6 g of glycolic acid was carried out by heating in a 70% aqueous ethanol solution under alkaline conditions to give 19.3 g of 4-bromo-2-nitrophenoxyacetic acid as precipitated crystals. The reactants are CC(Oc1ccc(Oc2ccc(C(F)(F)F)cc2)cc1)C(=O)O, O=S(Cl)Cl. Product: CC(Oc1ccc(Oc2ccc(C(F)(F)F)cc2)cc1)C(=O)Cl. Reaction SMILES: [F:5][C:6]([c:7]1[cH:8][cH:9][c:10]([O:11][c:12]2[cH:13][cH:14][c:15]([O:16][CH:17]([C:18](=[O:19])[OH:20])[CH3:21])[cH:22][cH:23]2)[cH:24][cH:25]1)([F:26])[F:27].[S:1]([Cl:2])([Cl:3])=[O:4]>>[Cl:3][C:18]([CH:17]([O:16][c:15]1[cH:14][cH:13][c:12]([O:11][c:10]2[cH:9][cH:8][c:7]([C:6]([F:5])([F:26])[F:27])[cH:25][cH:24]2)[cH:23][cH:22]1)[CH3:21])=[O:19]. The reactants are C(CCC)C1=NOC(=C1CCl)C (3-butyl-4-chloromethyl-5-methyl-isoxazole), CC=1SC(=C(N1)C)C(=O)O (2,4-dimethyl-thiazole-5-carboxylic acid), [Li+].CC(C)[N-]C(C)C (LDA), solution. Solvent: C1CCOC1 (THF), C1CCOC1 (THF), C1CCOC1 (THF). The product is C(CCC)C1=NOC(=C1CCC=1SC(=C(N1)C)C(=O)O)C (2-[2-(3-Butyl-5-methyl-isoxazol-4-yl)-ethyl]-4-methyl-thiazole-5-carboxylic acid). Isolated yield 68.1%. RXN SMILES: [CH3:1][C:2]1[S:3][C:4]([C:8]([OH:10])=[O:9])=[C:5]([CH3:7])[N:6]=1.[Li+].CC([N-]C(C)C)C.[CH2:19]([C:23]1[C:27]([CH2:28]Cl)=[C:26]([CH3:30])[O:25][N:24]=1)[CH2:20][CH2:21][CH3:22]>C1COCC1>[CH2:19]([C:23]1[C:27]([CH2:28][CH2:1][C:2]2[S:3][C:4]([C:8]([OH:10])=[O:9])=[C:5]([CH3:7])[N:6]=2)=[C:26]([CH3:30])[O:25][N:24]=1)[CH2:20][CH2:21][CH3:22] |f:1.2|. Reported procedure: To a stirred solution of 2,4-dimethyl-thiazole-5-carboxylic acid (157 mg, 1.0 mmol) in THF (3 mL) at −78° C. and under argon was added LDA (1.0 mL of a 2M solution in THF, 2.0 mmol) dropwise. After 1.5 h a solution of 3-butyl-4-chloromethyl-5-methyl-isoxazole (188 mg, 1.0 mmol) in THF (2 mL) was added dropwise. After 1 h the reaction mixture was quenched with HCl (1 N, 10 mL) then warmed to room temperature and extracted with ethyl acetate. The combined extracts were dried, filtered and concentr...